From a dataset of the Open Reaction Database (ORD), a public repository of structured organic reaction records. describe an organic reaction: reactants, conditions, products, and yield Reactants: C1(=CC=CC=C1)CC(=O)N[C@H]1[C@@H]2N(C(=C(CS2)C=CCCl)C(=O)OCC2=CC=C(C=C2)OC)C1=O (p-methoxybenzyl 7β-[2-phenylacetamido]-3-[3-chloro-1-propenyl]-3-cephem-4-carboxylate), [I-].[Na+] (sodium iodide). Solvent: CC(=O)C (acetone). Product: C1(=CC=CC=C1)CC(=O)N[C@H]1[C@@H]2N(C(=C(CS2)C=CCI)C(=O)OCC2=CC=C(C=C2)OC)C1=O (p-methoxybenzyl 7β-[2-phenylacetamido]-3-[3-iodo-1-propenyl]-3-cephem-4-carboxylate). Isolated yield 60.4%. RXN SMILES: [C:1]1([CH2:7][C:8]([NH:10][C@@H:11]2[C:34](=[O:35])[N:13]3[C:14]([C:22]([O:24][CH2:25][C:26]4[CH:31]=[CH:30][C:29]([O:32][CH3:33])=[CH:28][CH:27]=4)=[O:23])=[C:15]([CH:18]=[CH:19][CH2:20]Cl)[CH2:16][S:17][C@H:12]23)=[O:9])[CH:6]=[CH:5][CH:4]=[CH:3][CH:2]=1.[I-:36].[Na+]>CC(C)=O>[C:1]1([CH2:7][C:8]([NH:10][C@@H:11]2[C:34](=[O:35])[N:13]3[C:14]([C:22]([O:24][CH2:25][C:26]4[CH:31]=[CH:30][C:29]([O:32][CH3:33])=[CH:28][CH:27]=4)=[O:23])=[C:15]([CH:18]=[CH:19][CH2:20][I:36])[CH2:16][S:17][C@H:12]23)=[O:9])[CH:6]=[CH:5][CH:4]=[CH:3][CH:2]=1 |f:1.2|. Procedure details: After 20.0 g of p-methoxybenzyl 7β-[2-phenylacetamido]-3-[3-chloro-1-propenyl]-3-cephem-4-carboxylate (E/Z=25/75) was suspended in 250 ml of acetone, 29 g of sodium iodide was added to the suspension. The mixture was reacted at 25°-30° C. for 3 hours, while stirring. After the reaction was completed, the solution was concentrated at a temperature below 25° C. under a reduced pressure of 100 mmHg and 60 ml of acetone was distilled off. The formed crystals were collected by filtration and washed s... Starting materials: C(C)(C)(C)C1=CC=C(CN(C)CC=2C=C(C=CC2)C(CC)O)C=C1 (1-[3-{N-(4-tert-Butylbenzyl)-N-methylaminomethyl}phenyl]-1-propanol), [Cr](=O)(=O)([O-])O[Cr](=O)(=O)[O-].[NH+]1=CC=CC=C1.[NH+]1=CC=CC=C1 (Pyridinium dichromate), C(C)OCC (diethyl ether), S(=O)(=O)([O-])[O-].[Mg+2] (magnesium sulfate). The solvent is C(Cl)Cl (methylene chloride), C(Cl)Cl (methylene chloride). The product is C(C)(C)(C)C1=CC=C(CN(C)CC=2C=C(C=CC2)C(CC)=O)C=C1 (3′-[N-(4-tert-Butylbenzyl)-N-methylaminomethyl]propiophenone). The yield is 38.1%. As a reaction SMILES: [Cr](O[Cr]([O-])(=O)=O)([O-])(=O)=O.[NH+]1C=CC=CC=1.[NH+]1C=CC=CC=1.[C:22]([C:26]1[CH:45]=[CH:44][C:29]([CH2:30][N:31]([CH2:33][C:34]2[CH:35]=[C:36]([CH:40]([OH:43])[CH2:41][CH3:42])[CH:37]=[CH:38][CH:39]=2)[CH3:32])=[CH:28][CH:27]=1)([CH3:25])([CH3:24])[CH3:23].C(OCC)C.S([O-])([O-])(=O)=O.[Mg+2]>C(Cl)Cl>[C:22]([C:26]1[CH:45]=[CH:44][C:29]([CH2:30][N:31]([CH2:33][C:34]2[CH:35]=[C:36]([C:40](=[O:43])[CH2:41][CH3:42])[CH:37]=[CH:38][CH:39]=2)[CH3:32])=[CH:28][CH:27]=1)([CH3:23])([CH3:24])[CH3:25] |f:0.1.2,5.6|. Procedure details: Pyridinium dichromate (2.89 g; 7.68 mmol) was suspended in methylene chloride (30 ml). While the suspension was stirred at room temperature, Compound 92 (0.50 g; 1.54 mmol) in methylene chloride (5 ml) was added dropwise. The mixture was stirred for 4 hours, and diethyl ether (30 ml) and magnesium sulfate (3 g) were added thereto, followed by stirring for 10 minutes. Insoluble matter was filtered off, and the filtrate was concentrated under reduced pressure. The residue was purified by silica ge... Reactants: C(C)C1(C(CCCC1N)(N)C)CC (Diethyl(methyl)-1,3-cyclohexanediamine), metal, C(C)C1(C(CCCC1N)(N)C)CC (Diethyl(methyl)-1,3-cyclohexanediamine), 15. Reagents/catalysts: [Pt] (Pt(S)/C). The solvent is CC(=O)C (acetone). Run at temperature 120 celsius. Product: C(C)(C)NC1(C(C(CCC1)NC(C)C)(CC)CC)C (N,N′-diisopropyl-[diethyl(methyl)-1,3-cyclohexanediamine]). The yield is 95.0%. RXN SMILES: [CH2:1]([C:3]1([CH2:12][CH3:13])[CH:8]([NH2:9])[CH2:7][CH2:6][CH2:5][C:4]1([CH3:11])[NH2:10])[CH3:2]>[Pt].CC(C)=O>[CH:1]([NH:10][C:4]1([CH3:11])[CH2:5][CH2:6][CH2:7][CH:8]([NH:9][CH:4]([CH3:11])[CH3:5])[C:3]1([CH2:1][CH3:2])[CH2:12][CH3:13])([CH3:3])[CH3:2]. Procedure: Diethyl(methyl)-1,3-cyclohexanediamine, as a mixture of its 2,4-diethyl-6-methyl- and 4,6-diethyl-2-methyl-isomers was made as described in Example 4. Diethyl(methyl)-1,3-cyclohexanediamine, as a mixture of its 2,4-diethyl-6-methyl- and 4,6-diethyl-2-methyl-isomers (10 g), Pt(S)/C (0.5 g), Amberlyst-15 (0.5 g), and acetone (50 g) were charged into a 100 mL metal autoclave at 22° C. The closed autoclave was purged 3 times with 125 psig (9.63×105 Pa) of H2 at 22° C. to remove traces of air. The re... Procedure: The compound of example 420 was prepared analogous to the compound of example 394 by hydrolysis of the compound of example 419. Product: C1CCC2=CC(=CC=C12)NC(NC1=CC(=C(C=C1)C1=CC=C2CN(C(C2=C1)=O)[C@H](C(=O)O)C(C)C)C(F)(F)F)=O ((S)-2-(6-(4-(3-(2,3-Dihydro-1H-inden-5-yl)ureido)-2-(trifluoromethyl)phenyl)-1-oxoisoindolin-2-yl)-3-methylbutanoic acid). As a reaction SMILES: ClC1C=CC=CC=1NC(=O)NC1C=CC(C2C=C3C(CN([C@@H](C(C)C)C(O)=O)C3=O)=CC=2)=NC=1.[CH2:35]1[C:43]2[C:38](=[CH:39][C:40]([NH:44][C:45](=[O:75])[NH:46][C:47]3[CH:52]=[CH:51][C:50]([C:53]4[CH:61]=[C:60]5[C:56]([CH2:57][N:58]([C@@H:63]([CH:68]([CH3:70])[CH3:69])[C:64]([O:66]C)=[O:65])[C:59]5=[O:62])=[CH:55][CH:54]=4)=[C:49]([C:71]([F:74])([F:73])[F:72])[CH:48]=3)=[CH:41][CH:42]=2)[CH2:37][CH2:36]1>>[CH2:35]1[C:43]2[C:38](=[CH:39][C:40]([NH:44][C:45](=[O:75])[NH:46][C:47]3[CH:52]=[CH:51][C:50]([C:53]4[CH:61]=[C:60]5[C:56]([CH2:57][N:58]([C@@H:63]([CH:68]([CH3:70])[CH3:69])[C:64]([OH:66])=[O:65])[C:59]5=[O:62])=[CH:55][CH:54]=4)=[C:49]([C:71]([F:72])([F:73])[F:74])[CH:48]=3)=[CH:41][CH:42]=2)[CH2:37][CH2:36]1. The reactants are ClC1=C(C=CC=C1)NC(NC=1C=CC(=NC1)C1=CC=C2CN(C(C2=C1)=O)[C@H](C(=O)O)C(C)C)=O ((S)-2-(6-(5-(3-(2-Chlorophenyl)ureido)pyridin-2-yl)-1-oxoisoindolin-2-yl)-3-methylbutanoic acid), C1CCC2=CC(=CC=C12)NC(NC1=CC(=C(C=C1)C1=CC=C2CN(C(C2=C1)=O)[C@H](C(=O)OC)C(C)C)C(F)(F)F)=O ((S)-Methyl 2-(6-(4-(3-(2,3-dihydro-1H-inden-5-yl)ureido)-2-(trifluoromethyl)phenyl)-1-oxoisoindolin-2-yl)-3-methylbutanoate). Isolated yield 97.0%. Starting materials: O=C(Cl)C=Cc1cccc(Br)c1, CCN. RXN SMILES: [Br:1][c:2]1[cH:3][c:4]([CH:5]=[CH:6][C:7](=[O:8])[Cl:9])[cH:10][cH:11][cH:12]1.[CH3:13][CH2:14][NH2:15]>>[Br:1][c:2]1[cH:3][c:4]([CH:5]=[CH:6][C:7](=[O:8])[NH:15][CH2:14][CH3:13])[cH:10][cH:11][cH:12]1. The product is CCNC(=O)C=Cc1cccc(Br)c1. The reactants are BrC=1C(=NC=C(C1)C)Cl (3-bromo-2-chloro-5-methylpyridine), C[O-].[Na+] (sodium methoxide). The solvent is CO (MeOH). Run at temperature 65 celsius, time 32 hour. Product: BrC=1C(=NC=C(C1)C)OC (3-Bromo-2-methoxy-5-methyl-pyridine). As a reaction SMILES: [Br:1][C:2]1[C:3](Cl)=[N:4][CH:5]=[C:6]([CH3:8])[CH:7]=1.[CH3:10][O-:11].[Na+]>CO>[Br:1][C:2]1[C:3]([O:11][CH3:10])=[N:4][CH:5]=[C:6]([CH3:8])[CH:7]=1 |f:1.2|. Procedure: To a solution of 3-bromo-2-chloro-5-methylpyridine [17282-03-0] (5 g, 24.2 mmol) in MeOH (80 mL) was added a solution of sodium methoxide (5.4M in MeOH) (25 mL, 135 mmol) and the mixture was stirred at 65° C. for 32 h. The resulting suspension was filtered and the mother liquor was concentrated. Et2O and H2O were added and the phases were separated. The organic layer was washed with H2O and brine, dried (MgSO4), filtered and concentrated. The residue was purified by flash chromatography (heptane... Yields the product Cc1ncnc(C)c1C(=O)NCCC(C)N1CCC(N(Cc2cccc(C#N)c2)c2ccc(O)cc2)CC1. Starting materials: Cc1ncnc(C)c1C(=O)NCCC(C)N1CCC(N(Cc2cccc(C#N)c2)c2ccc(OC(=O)c3c(C)ncnc3C)cc2)CC1, CO, [Na+], [OH-]. Reaction SMILES: [C:1](#[N:2])[c:3]1[cH:4][c:5]([CH2:6][N:7]([c:8]2[cH:9][cH:10][c:11]([O:14][C:15]([c:16]3[c:17]([CH3:18])[n:19][cH:20][n:21][c:22]3[CH3:23])=[O:24])[cH:12][cH:13]2)[CH:25]2[CH2:26][CH2:27][N:28]([CH:31]([CH2:32][CH2:33][NH:34][C:35](=[O:36])[c:37]3[c:38]([CH3:44])[n:39][cH:40][n:41][c:42]3[CH3:43])[CH3:45])[CH2:29][CH2:30]2)[cH:46][cH:47][cH:48]1.[CH3:51][OH:52].[Na+:50].[OH-:49]>>[C:1](#[N:2])[c:3]1[cH:4][c:5]([CH2:6][N:7]([c:8]2[cH:9][cH:10][c:11]([OH:14])[cH:12][cH:13]2)[CH:25]2[CH2:26][CH2:27][N:28]([CH:31]([CH2:32][CH2:33][NH:34][C:35](=[O:36])[c:37]3[c:38]([CH3:44])[n:39][cH:40][n:41][c:42]3[CH3:43])[CH3:45])[CH2:29][CH2:30]2)[cH:46][cH:47][cH:48]1. The reactants are CCOc1cc(C(C)(C)C)ccc1C1=NC(c2ccc(Cl)cc2)C(c2ccc(Cl)cc2)N1C(=O)Cl, CC(C)(C)OC(=O)N1CCNCC1. Yields the product CCOc1cc(C(C)(C)C)ccc1C1=NC(c2ccc(Cl)cc2)C(c2ccc(Cl)cc2)N1C(=O)N1CCN(C(=O)OC(C)(C)C)CC1. RXN SMILES: [C:1]([CH3:2])([CH3:3])([CH3:4])[c:5]1[cH:6][c:7]([O:33][CH2:34][CH3:35])[c:8]([C:11]2=[N:15][CH:14]([c:16]3[cH:17][cH:18][c:19]([Cl:22])[cH:20][cH:21]3)[CH:13]([c:23]3[cH:24][cH:25][c:26]([Cl:29])[cH:27][cH:28]3)[N:12]2[C:30](=[O:31])[Cl:32])[cH:9][cH:10]1.[N:36]1([C:42](=[O:43])[O:44][C:45]([CH3:46])([CH3:47])[CH3:48])[CH2:37][CH2:38][NH:39][CH2:40][CH2:41]1>>[C:1]([CH3:2])([CH3:3])([CH3:4])[c:5]1[cH:6][c:7]([O:33][CH2:34][CH3:35])[c:8]([C:11]2=[N:15][CH:14]([c:16]3[cH:17][cH:18][c:19]([Cl:22])[cH:20][cH:21]3)[CH:13]([c:23]3[cH:24][cH:25][c:26]([Cl:29])[cH:27][cH:28]3)[N:12]2[C:30](=[O:31])[N:39]2[CH2:38][CH2:37][N:36]([C:42](=[O:43])[O:44][C:45]([CH3:46])([CH3:47])[CH3:48])[CH2:41][CH2:40]2)[cH:9][cH:10]1. Starting materials: C(C)N1C(C(NC2=C1N=CC=C2)=O)=O (4-ethyl-1,2,3,4-tetrahydro-2,3-dioxo-pyrido(2,3-e)pyrazine), [N+](#[C-])CC(=O)OCC (ethyl isocyanoacetate). Yields the product C(C)N1C(C=2N(C3=C1N=CC=C3)C=NC2C(=O)OCC)=O (Ethyl 5-ethyl-4,5-dihydro-4-oxo-imidazo(1,5-a)pyrido(2,3-e)pyrazine-3-carboxylate). Reaction SMILES: [CH2:1]([N:3]1[C:8]2[N:9]=[CH:10][CH:11]=[CH:12][C:7]=2[NH:6][C:5](=O)[C:4]1=[O:14])[CH3:2].[N+:15]([CH2:17][C:18]([O:20][CH2:21][CH3:22])=[O:19])#[C-:16]>>[CH2:1]([N:3]1[C:8]2[N:9]=[CH:10][CH:11]=[CH:12][C:7]=2[N:6]2[CH:16]=[N:15][C:17]([C:18]([O:20][CH2:21][CH3:22])=[O:19])=[C:5]2[C:4]1=[O:14])[CH3:2]. Procedure details: Ethyl 5-ethyl-4,5-dihydro-4-oxo-imidazo(1,5-a)pyrido(2,3-e)pyrazine-3-carboxylate was prepared from 4-ethyl-1,2,3,4-tetrahydro-2,3-dioxo-pyrido(2,3-e)pyrazine and ethyl isocyanoacetate. M.p. 215.5°-216.8° C. Starting materials: ClCCC1=CC=2NC(CCCC2S1)=O (2-(2-chloroethyl)-4,6,7,8-tetrahydro-5H-thieno[3,2-b]azepin-5-one), Cl.FC=1C=CC2=C(SC=C2C2CCNCC2)C1 (4-(6-fluorobenzo(b)thiophen-3-yl)piperidine hydrochloride). The product is FC=1C=CC2=C(SC=C2C2CCN(CC2)CCC2=CC=3NC(CCCC3S2)=O)C1 (2-(2-(4-(6-fluoro-benzo(b)thiophen-3-yl)piperidin-1-yl)ethyl)-4,6,7,8-tetrahydro-5H-thieno[3,2-b]azepin-5-one). The yield is 25.4%. RXN SMILES: Cl[CH2:2][CH2:3][C:4]1[S:13][C:12]2[CH2:11][CH2:10][CH2:9][C:8](=[O:14])[NH:7][C:6]=2[CH:5]=1.Cl.[F:16][C:17]1[CH:18]=[CH:19][C:20]2[C:24]([CH:25]3[CH2:30][CH2:29][NH:28][CH2:27][CH2:26]3)=[CH:23][S:22][C:21]=2[CH:31]=1>>[F:16][C:17]1[CH:18]=[CH:19][C:20]2[C:24]([CH:25]3[CH2:26][CH2:27][N:28]([CH2:2][CH2:3][C:4]4[S:13][C:12]5[CH2:11][CH2:10][CH2:9][C:8](=[O:14])[NH:7][C:6]=5[CH:5]=4)[CH2:29][CH2:30]3)=[CH:23][S:22][C:21]=2[CH:31]=1 |f:1.2|. Procedure: The reaction and procedure were conducted in a similar manner as in Example 24 using 0.5 g of 2-(2-chloroethyl)-4,6,7,8-tetrahydro-5H-thieno[3,2-b]azepin-5-one and 0.5 g of 4-(6-fluorobenzo(b)thiophen-3-yl)piperidine hydrochloride to give 0.2 g of 2-(2-(4-(6-fluoro-benzo(b)thiophen-3-yl)piperidin-1-yl)ethyl)-4,6,7,8-tetrahydro-5H-thieno[3,2-b]azepin-5-one, m.p. 191°-193° C.